From a dataset of the Open Reaction Database (ORD), a public repository of structured organic reaction records. describe an organic reaction: reactants, conditions, products, and yield Starting materials: O1C(COC2=C(C(=O)C3=CC=C(C=C3)C)C(=CC(=C2)C)C)C1 (2-(2,3-epoxypropoxy)-4,4',6-trimethylbenzophenone), C(C)(C)(C)N (t-butylamine). The solvent is CO (methanol). Product: C(C)(C)(C)NCC(COC1=C(C(=CC(=C1)C)C)C(=O)C1=CC=C(C=C1)C)O (1-t-butylamino-3-(3,5-dimethyl-2-p-toluoylphenoxy)-2-hydroxypropane). RXN SMILES: [O:1]1[CH2:22][CH:2]1[CH2:3][O:4][C:5]1[CH:19]=[C:18]([CH3:20])[CH:17]=[C:16]([CH3:21])[C:6]=1[C:7]([C:9]1[CH:14]=[CH:13][C:12]([CH3:15])=[CH:11][CH:10]=1)=[O:8].[C:23]([NH2:27])([CH3:26])([CH3:25])[CH3:24]>CO>[C:23]([NH:27][CH2:22][CH:2]([OH:1])[CH2:3][O:4][C:5]1[CH:19]=[C:18]([CH3:20])[CH:17]=[C:16]([CH3:21])[C:6]=1[C:7]([C:9]1[CH:14]=[CH:13][C:12]([CH3:15])=[CH:11][CH:10]=1)=[O:8])([CH3:26])([CH3:25])[CH3:24]. Reported procedure: A mixture of 2-(2,3-epoxypropoxy)-4,4',6-trimethylbenzophenone (10 g.), t-butylamine (10 ml.) and dry methanol (50 ml.) was heated at reflux overnight. The mixture was evaporated in vacuo, and the residue was recrystallized from cyclohexane to give DL-1-t-butylamino-3-(3,5-dimethyl-2-p-toluoylphenoxy)-2-hydroxypropane (7 g.), m.p. 116°-118° C. As a reaction SMILES: [CH2:1]([CH3:2])[c:3]1[n:4][c:5]([N:12]2[CH2:13][CH:14]([NH:16][CH2:17][CH2:18][CH3:19])[CH2:15]2)[s:6][c:7]1[C:8](=[O:9])[O:10][CH3:11].[CH3:41][N:42]1[CH2:43][CH2:44][O:45][CH2:46][CH2:47]1.[Cl:20][c:21]1[n:22][c:23]([C:28](=[O:29])[OH:30])[nH:24][c:25]1[CH2:26][CH3:27].[OH:31][n:32]1[c:33]2[cH:34][cH:35][cH:36][cH:37][c:38]2[n:39][n:40]1>>[CH2:1]([CH3:2])[c:3]1[n:4][c:5]([N:12]2[CH2:13][CH:14]([N:16]([CH2:17][CH2:18][CH3:19])[C:28]([c:23]3[n:22][c:21]([Cl:20])[c:25]([CH2:26][CH3:27])[nH:24]3)=[O:29])[CH2:15]2)[s:6][c:7]1[C:8](=[O:9])[O:10][CH3:11]. The product is CCCN(C(=O)c1nc(Cl)c(CC)[nH]1)C1CN(c2nc(CC)c(C(=O)OC)s2)C1. Starting materials: CCCNC1CN(c2nc(CC)c(C(=O)OC)s2)C1, CN1CCOCC1, CCc1[nH]c(C(=O)O)nc1Cl, On1nnc2ccccc21. The reactants are NCC1=CC(=NO1)CC (5-aminomethyl-3-ethyl-isoxazole), COC(N(C)C)OC (dimethylformamide-dimethylacetal). Yields the product C(C)C1=NOC(=C1)CN=CN(C)C (3-Ethyl-5-(N-dimethylaminomethylenaminomethyl)-isoxazole). Reaction SMILES: [NH2:1][CH2:2][C:3]1[O:7][N:6]=[C:5]([CH2:8][CH3:9])[CH:4]=1.CO[CH:12](OC)[N:13]([CH3:15])[CH3:14]>>[CH2:8]([C:5]1[CH:4]=[C:3]([CH2:2][N:1]=[CH:12][N:13]([CH3:15])[CH3:14])[O:7][N:6]=1)[CH3:9]. Procedure details: 9 g of 5-aminomethyl-3-ethyl-isoxazole is stirred in 12 ml of dimethylformamide-dimethylacetal with exclusion of moisture for 8 hours at 80° C. (bath temperature). After distillation on a bulb tube at 145° C. and 0.03 torr, 12.8 g (98% of theory) of the desired product is obtained. Reactants: C1=CC=CC=2C3=CC=CC=C3C(C12)COC(N[C@@H]1[C@H](C(CCC1)(F)F)NC(=O)C=1SC(=C(C1)B1OC(C(O1)(C)C)(C)C)CC)=O (9H-fluoren-9-ylmethyl[(1S,2R)-2-({[5-ethyl-4-(4,4,5,5-tetramethyl-1,3,2-dioxaborolan-2-yl)thiophen-2-yl]carbonyl}amino)-3,3-difluorocyclohexyl]carbamate), C1(CCCCC1)P(C1CCCCC1)C1CCCCC1 (tricyclohexylphosphine), C(C)(=O)[O-].[K+] (potassium acetate), BrC1=CN=C2N1N=CC=C2 (3-Bromoimidazo[1,2-b]pyridazine), C1=CC=CC=2C3=CC=CC=C3C(C12)COC(N[C@@H]1[C@H](C(CCC1)(F)F)NC(=O)C=1SC(=C(C1)B1OC(C(O1)(C)C)(C)C)CC)=O (9H-fluoren-9-ylmethyl[(1S,2R)-2-({[5-ethyl-4-(4,4,5,5-tetramethyl-1,3,2-dioxaborolan-2-yl)thiophen-2-yl]carbonyl}amino)-3,3-difluorocyclohexyl]carbamate), C1(CCCCC1)P(C1CCCCC1)C1CCCCC1 (tricyclohexylphosphine), C(C)(=O)[O-].[K+] (potassium acetate). Reagents/catalysts: C=1C=CC(=CC1)/C=C/C(=O)/C=C/C2=CC=CC=C2.C=1C=CC(=CC1)/C=C/C(=O)/C=C/C2=CC=CC=C2.C=1C=CC(=CC1)/C=C/C(=O)/C=C/C2=CC=CC=C2.[Pd].[Pd] (Pd2(dba)3), C=1C=CC(=CC1)/C=C/C(=O)/C=C/C2=CC=CC=C2.C=1C=CC(=CC1)/C=C/C(=O)/C=C/C2=CC=CC=C2.C=1C=CC(=CC1)/C=C/C(=O)/C=C/C2=CC=CC=C2.[Pd].[Pd] (Pd2(dba)3). Run in O1CCOCC1 (1,4-dioxane). Reaction conditions: temperature 100 celsius. The product is C1=CC=CC=2C3=CC=CC=C3C(C12)COC(N[C@@H]1[C@H](C(CCC1)(F)F)NC(=O)C=1SC(=C(C1)C1=CN=C2N1N=CC=C2)CC)=O (9H-Fluoren-9-ylmethyl[(1S,2R)-2-({[5-ethyl-4-(imidazo[1,2-b]pyridazin-3-yl)thiophen-2-yl]carbonyl}amino)-3,3-difluorocyclohexyl]carbamate). RXN SMILES: Br[C:2]1[N:6]2[N:7]=[CH:8][CH:9]=[CH:10][C:5]2=[N:4][CH:3]=1.[CH:11]1[C:23]2[CH:22]([CH2:24][O:25][C:26](=[O:55])[NH:27][C@H:28]3[CH2:33][CH2:32][CH2:31][C:30]([F:35])([F:34])[C@@H:29]3[NH:36][C:37]([C:39]3[S:40][C:41]([CH2:53][CH3:54])=[C:42](B4OC(C)(C)C(C)(C)O4)[CH:43]=3)=[O:38])[C:21]3[C:16](=[CH:17][CH:18]=[CH:19][CH:20]=3)[C:15]=2[CH:14]=[CH:13][CH:12]=1.C1(P(C2CCCCC2)C2CCCCC2)CCCCC1.C([O-])(=O)C.[K+]>C1C=CC(/C=C/C(/C=C/C2C=CC=CC=2)=O)=CC=1.C1C=CC(/C=C/C(/C=C/C2C=CC=CC=2)=O)=CC=1.C1C=CC(/C=C/C(/C=C/C2C=CC=CC=2)=O)=CC=1.[Pd].[Pd].O1CCOCC1>[CH:11]1[C:23]2[CH:22]([CH2:24][O:25][C:26](=[O:55])[NH:27][C@H:28]3[CH2:33][CH2:32][CH2:31][C:30]([F:35])([F:34])[C@@H:29]3[NH:36][C:37]([C:39]3[S:40][C:41]([CH2:53][CH3:54])=[C:42]([C:2]4[N:6]5[N:7]=[CH:8][CH:9]=[CH:10][C:5]5=[N:4][CH:3]=4)[CH:43]=3)=[O:38])[C:21]3[C:16](=[CH:17][CH:18]=[CH:19][CH:20]=3)[C:15]=2[CH:14]=[CH:13][CH:12]=1 |f:3.4,5.6.7.8.9|. Procedure details: 3-Bromoimidazo[1,2-b]pyridazine (53 mg, 0.27 mmol), 9H-fluoren-9-ylmethyl[(1S,2R)-2-({[5-ethyl-4-(4,4,5,5-tetramethyl-1,3,2-dioxaborolan-2-yl)thiophen-2-yl]carbonyl}amino)-3,3-difluorocyclohexyl]carbamate (187 mg, 0.294 mmol), Pd2(dba)3 (25 mg, 0.03 mmol), tricyclohexylphosphine (19 mg, 0.07 mmol), and aqueous tribasic potassium acetate (0.71 mL, 0.91 mmol, 1.27 M) were placed into a sealed tube and 1,4-dioxane (5.4 mL) added. The sealed tube was purged with nitrogen for 5 minutes and heated at ... The reactants are CC1(C)OB(c2cccc3[nH]ncc23)OC1(C)C, CC(O)CNC(=O)c1cncc(-c2cc3nc(Cl)nc(N4CCOCC4)c3s2)c1. Product: CC(O)CNC(=O)c1cncc(-c2cc3nc(-c4cccc5[nH]ncc45)nc(N4CCOCC4)c3s2)c1. Reaction SMILES: [CH3:30][C:31]1([CH3:32])[C:33]([CH3:34])([CH3:35])[O:36][B:37]([c:38]2[c:39]3[cH:40][n:41][nH:42][c:43]3[cH:44][cH:45][cH:46]2)[O:47]1.[Cl:1][c:2]1[n:3][c:4]([N:24]2[CH2:25][CH2:26][O:27][CH2:28][CH2:29]2)[c:5]2[c:6]([n:7]1)[cH:8][c:9](-[c:11]1[cH:12][c:13]([C:17](=[O:18])[NH:19][CH2:20][CH:21]([CH3:22])[OH:23])[cH:14][n:15][cH:16]1)[s:10]2>>[c:2]1(-[c:38]2[c:39]3[cH:40][n:41][nH:42][c:43]3[cH:44][cH:45][cH:46]2)[n:3][c:4]([N:24]2[CH2:25][CH2:26][O:27][CH2:28][CH2:29]2)[c:5]2[c:6]([n:7]1)[cH:8][c:9](-[c:11]1[cH:12][c:13]([C:17](=[O:18])[NH:19][CH2:20][CH:21]([CH3:22])[OH:23])[cH:14][n:15][cH:16]1)[s:10]2. The reactants are Cl(=O)(=O)[O-].[K+] (potassium chlorate), Cl (hydrochloric acid), 10g, C1=CC=C2C=CC=C3C(=O)C4=CC=CC=C4C1=C23 (benzanthrone), O (water). Run in 100g, C(C)(=O)O (acetic acid). Reaction conditions: time 2 hour. Product: ClC=1C=CC=2C3=CC=CC=C3C(C3=CC=CC1C23)=O (3-chlorobenzanthrone). Reaction SMILES: [CH:1]1[C:17]2=[C:18]3[C:8]([C:9]([C:11]4[C:16]2=[CH:15][CH:14]=[CH:13][CH:12]=4)=[O:10])=[CH:7][CH:6]=[CH:5][C:4]3=[CH:3][CH:2]=1.O.[Cl:20]([O-])(=O)=O.[K+].Cl>C(O)(=O)C>[Cl:20][C:3]1[CH:2]=[CH:1][C:17]2[C:16]3[C:11]([C:9](=[O:10])[C:8]4[C:18]=2[C:4]=1[CH:5]=[CH:6][CH:7]=4)=[CH:12][CH:13]=[CH:14][CH:15]=3 |f:2.3|. Procedure: A 10g amount of benzanthrone was dissolved in a solvent mixture of 100g acetic acid and 100 g of water. 6 g of potassium chlorate was added to the solution and the mixture was heated and stirred at 90°-95° C for 2 hours. 12 g of conc. hydrochloric acid was added dropwise to the mixture during 1 hour and 20 minutes. After the addition, the mixture was stirred for 1 hour to complete the reaction. The reaction mixture was cooled, filtered, washed with water and dried. The product was recrystallized... Reactants: BrCCCCCCCCOC1=CC(=C(C=C1)C(O)C1=CC=C(C=C1)Cl)Cl ((4-(8-bromooctyloxy)-2-chlorophenyl)(4-chlorophenyl)methanol), CNCC=C (N-methylprop-2-en-1-amine), C(=O)(O)[O-].[Na+] (NaHCO3). Solvent: C1CCOC1 (THF). Yields the product C(C=C)N(CCCCCCCCOC1=CC(=C(C=C1)C(O)C1=CC=C(C=C1)Cl)Cl)C ((4-(8-(allyl(methyl)amino)octyloxy)-2-chlorophenyl)(4-chlorophenyl)methanol). Yield: 94.3%. As a reaction SMILES: Br[CH2:2][CH2:3][CH2:4][CH2:5][CH2:6][CH2:7][CH2:8][CH2:9][O:10][C:11]1[CH:16]=[CH:15][C:14]([CH:17]([C:19]2[CH:24]=[CH:23][C:22]([Cl:25])=[CH:21][CH:20]=2)[OH:18])=[C:13]([Cl:26])[CH:12]=1.[CH3:27][NH:28][CH2:29][CH:30]=[CH2:31].C([O-])(O)=O.[Na+]>C1COCC1>[CH2:29]([N:28]([CH3:27])[CH2:2][CH2:3][CH2:4][CH2:5][CH2:6][CH2:7][CH2:8][CH2:9][O:10][C:11]1[CH:16]=[CH:15][C:14]([CH:17]([C:19]2[CH:24]=[CH:23][C:22]([Cl:25])=[CH:21][CH:20]=2)[OH:18])=[C:13]([Cl:26])[CH:12]=1)[CH:30]=[CH2:31] |f:2.3|. Procedure details: To a stirred solution of 4-chlorobenzoyl chloride (1.0 g, 5.8 mmol) and 1-chloro-3-methoxybenzene(823.7 mmol) in CH2Cl2 (150 mL) at 0° C. was added AlCl3 (841.5 mg, 6.4 mmol). The reaction mixture was warmed to room temperature. After 12h the reaction mixture was poured into aq. NaHCO3 and extracted with CH2Cl2 (twice). The combined extracts were washed with brine, dried over Na2SO4, and concentrated in vaccuo to provide the crude product. Purification by silica gel chromatography provided (2-ch...